From a dataset of the Open Reaction Database (ORD), a public repository of structured organic reaction records. describe an organic reaction: reactants, conditions, products, and yield The product is O=C(O)c1cnc(Br)s1. As a reaction SMILES: [Br:1][c:2]1[s:3][c:4]([C:7](=[O:8])[O:9][CH3:10])[cH:5][n:6]1.[CH3:13][OH:14].[Na+:12].[OH-:11]>>[Br:1][c:2]1[s:3][c:4]([C:7](=[O:8])[OH:9])[cH:5][n:6]1. The reactants are COC(=O)c1cnc(Br)s1, CO, [Na+], [OH-]. Starting materials: C(C1=CC=CC=C1)OC=1C=C(C(=O)[C@@]2([C@H](OCC3=C(C=CC=C3)[N+](=O)[O-])O[C@@H]([C@H]([C@@]2(O)C(C2=CC(=C(C(=C2)OCC2=CC=CC=C2)OCC2=CC=CC=C2)OCC2=CC=CC=C2)=O)O)CO)O)C=C(C1OCC1=CC=CC=C1)OCC1=CC=CC=C1 (2-nitrobenzyl 2,3-bis(3,4,5-tris(benzyloxy)benzoyl)-β-D-glucopyranoside), O([Si](C)(C)C(C)(C)C)C=1C2=C(C(=O)O)C(=C(C1C1=CC=CC=C1)C1=CC=CC=C1)OCO2 (3-tert-butyldimethylsiloxy-4,5-diphenylmethylenedioxybenzoic acid). The product is O([Si](C)(C)C(C)(C)C)C=1C2=C(C(=O)[C@@]3([C@@]([C@]([C@H](OCC4=C(C=CC=C4)[N+](=O)[O-])O[C@@H]3C(O)C(C3=C4C(=C(C(=C3OCO4)C4=CC=CC=C4)C4=CC=CC=C4)O[Si](C)(C)C(C)(C)C)=O)(O)C(C4=CC(=C(C(=C4)OCC4=CC=CC=C4)OCC4=CC=CC=C4)OCC4=CC=CC=C4)=O)(O)C(C4=CC(=C(C(=C4)OCC4=CC=CC=C4)OCC4=CC=CC=C4)OCC4=CC=CC=C4)=O)O)C(=C(C1C1=CC=CC=C1)C1=CC=CC=C1)OCO2 (2-nitrobenzyl 4,6-bis(3-tert-butyldimethylsiloxy-4,5-diphenylmethylenedioxybenzoyl)-2,3-bis(3,4,5-tris(benzyloxy)benzoyl)-β-D-glucopyranoside). Isolated yield 81.7%. Reaction SMILES: [CH2:1]([O:8][C:9]1[CH:10]=[C:11]([CH:68]=[C:69]([O:79][CH2:80][C:81]2[CH:86]=[CH:85][CH:84]=[CH:83][CH:82]=2)[C:70]=1[O:71][CH2:72][C:73]1[CH:78]=[CH:77][CH:76]=[CH:75][CH:74]=1)[C:12]([C@@:14]1([OH:67])[C@@:30]([C:32](=[O:63])[C:33]2[CH:38]=[C:37]([O:39][CH2:40][C:41]3[CH:46]=[CH:45][CH:44]=[CH:43][CH:42]=3)[C:36]([O:47][CH2:48][C:49]3[CH:54]=[CH:53][CH:52]=[CH:51][CH:50]=3)=[C:35]([O:55][CH2:56][C:57]3[CH:62]=[CH:61][CH:60]=[CH:59][CH:58]=3)[CH:34]=2)([OH:31])[C@H:29]([OH:64])[C@@H:28]([CH2:65][OH:66])[O:27][C@H:15]1[O:16][CH2:17][C:18]1[CH:23]=[CH:22][CH:21]=[CH:20][C:19]=1[N+:24]([O-:26])=[O:25])=[O:13])[C:2]1[CH:7]=[CH:6][CH:5]=[CH:4][CH:3]=1.[O:87]([C:95]1[C:96]2[O:118][CH2:117][O:116][C:101](=[C:102]([C:110]3[CH:115]=[CH:114][CH:113]=[CH:112][CH:111]=3)[C:103]=1[C:104]1[CH:109]=[CH:108][CH:107]=[CH:106][CH:105]=1)[C:97]=2[C:98](O)=[O:99])[Si:88]([C:91]([CH3:94])([CH3:93])[CH3:92])([CH3:90])[CH3:89]>>[O:87]([C:95]1[C:96]2[O:118][CH2:117][O:116][C:101](=[C:102]([C:110]3[CH:111]=[CH:112][CH:113]=[CH:114][CH:115]=3)[C:103]=1[C:104]1[CH:109]=[CH:108][CH:107]=[CH:106][CH:105]=1)[C:97]=2[C:98]([C@@:29]1([OH:64])[C@@H:28]([CH:65]([C:98](=[O:99])[C:97]2[C:101]3[O:116][CH2:117][O:118][C:96]=2[C:95]([O:87][Si:88]([C:91]([CH3:93])([CH3:92])[CH3:94])([CH3:89])[CH3:90])=[C:103]([C:104]2[CH:105]=[CH:106][CH:107]=[CH:108][CH:109]=2)[C:102]=3[C:110]2[CH:115]=[CH:114][CH:113]=[CH:112][CH:111]=2)[OH:66])[O:27][C@@H:15]([O:16][CH2:17][C:18]2[CH:23]=[CH:22][CH:21]=[CH:20][C:19]=2[N+:24]([O-:26])=[O:25])[C@:14]([C:12](=[O:13])[C:11]2[CH:10]=[C:9]([O:8][CH2:1][C:2]3[CH:7]=[CH:6][CH:5]=[CH:4][CH:3]=3)[C:70]([O:71][CH2:72][C:73]3[CH:74]=[CH:75][CH:76]=[CH:77][CH:78]=3)=[C:69]([O:79][CH2:80][C:81]3[CH:82]=[CH:83][CH:84]=[CH:85][CH:86]=3)[CH:68]=2)([OH:67])[C@@:30]1([C:32](=[O:63])[C:33]1[CH:34]=[C:35]([O:55][CH2:56][C:57]2[CH:58]=[CH:59][CH:60]=[CH:61][CH:62]=2)[C:36]([O:47][CH2:48][C:49]2[CH:54]=[CH:53][CH:52]=[CH:51][CH:50]=2)=[C:37]([O:39][CH2:40][C:41]2[CH:42]=[CH:43][CH:44]=[CH:45][CH:46]=2)[CH:38]=1)[OH:31])=[O:99])[Si:88]([C:91]([CH3:92])([CH3:93])[CH3:94])([CH3:90])[CH3:89]. Reported procedure: By use of general procedure B, 2-nitrobenzyl 2,3-bis(3,4,5-tris(benzyloxy)benzoyl)-β-D-glucopyranoside (2.10 g, 1.81 mmol) was coupled with 3-tert-butyldimethylsiloxy-4,5-diphenylmethylenedioxybenzoic acid (1.62 g, 3.62 mmol) to afford 2.99 g (80%) of 2-nitrobenzyl 4,6-bis(3-tert-butyldimethylsiloxy-4,5-diphenylmethylenedioxybenzoyl)-2,3-bis(3,4,5-tris(benzyloxy)benzoyl)-β-D-glucopyranoside as a white solid foam following flash column chromatography using 10%, and then 20%, EtOAc in hexanes as e... Reactants: [Cl-] (chloride), CNC (dimethylamine), C(=O)(O)C12CC3(CC(CC(C1)C3)C2)O (1-carboxy-3-adamantanol). Run in CN(C=O)C (N,N-dimethylformamide). Run at time 2 hour. The product is CN(C(=O)C12CC3(CC(CC(C1)C3)C2)O)C (1-(N,N-dimethylcarbamoyl)-3-adamantanol). Yield: 95.0%. As a reaction SMILES: [Cl-].[CH3:2][NH:3][CH3:4].[C:5]([C:8]12[CH2:17][CH:12]3[CH2:13][CH:14]([CH2:16][C:10]([OH:18])([CH2:11]3)[CH2:9]1)[CH2:15]2)(O)=[O:6]>CN(C)C=O>[CH3:2][N:3]([CH3:4])[C:5]([C:8]12[CH2:17][CH:12]3[CH2:13][CH:14]([CH2:16][C:10]([OH:18])([CH2:11]3)[CH2:9]1)[CH2:15]2)=[O:6]. Procedure: In an atmosphere of nitrogen, 10 mmole of 1-carboxy-3-adamantanol obtained by the method of Example 2 was dissolved in 10 ml of N,N-dimethylformamide (DMF). To the mixture, 15 mmole of tionyl chloride was added dropwise over 30 minutes while heating the mixture to the reflux temperature so as to begin to reflux at about the time the addition is finished. After refluxing for 2 hours, the mixture was cooled. To the mixture, 25 mmole of dimethylamine was added dropwise over 30 minutes while keeping...